Dataset: the Open Reaction Database (ORD), a public repository of structured organic reaction records. Task: describe an organic reaction: reactants, conditions, products, and yield The reactants are CO, Nc1ccc(C=CC(=O)O)cn1, O=S(Cl)Cl. Product: COC(=O)C=Cc1ccc(N)nc1. RXN SMILES: [CH3:17][OH:18].[NH2:5][c:6]1[cH:7][cH:8][c:9]([CH:12]=[CH:13][C:14](=[O:15])[OH:16])[cH:10][n:11]1.[S:1]([Cl:2])([Cl:3])=[O:4]>>[NH2:5][c:6]1[cH:7][cH:8][c:9]([CH:12]=[CH:13][C:14](=[O:15])[O:16][CH3:17])[cH:10][n:11]1. The reactants are C(C1=CC=CC=C1)OC1=NC(=CC2=C1N(C=N2)C(F)F)Cl (4-(benzyloxy)-6-chloro-3-(difluoromethyl)-3H-imidazo[4,5-c]pyridine), B(O)O (boronic acid), C(=O)([O-])[O-].[K+].[K+] (K2CO3), C(=O)[O-].[NH4+] (Ammonium formate), COC=1C=C(C=CC1OC)B(O)O (3,4-dimethoxyphenylboronic acid), C(=O)([O-])[O-].[K+].[K+] (K2CO3). The reagents and catalysts are catalyst, [OH-].[OH-].[Pd+2] (Pd(OH)2 on carbon), CC(C)(C)P(C1=CC=C(C=C1)N(C)C)C(C)(C)C.CC(C)(C)P(C1=CC=C(C=C1)N(C)C)C(C)(C)C.Cl[Pd]Cl (bis(di-tert-butyl(4-dimethylaminophenyl)phosphine)dichloropalladium(II)). Solvent: O (water), O (water), C1(=CC=CC=C1)C (toluene), CN(C)C=O (DMF), CCOC(=O)C (EtOAc), O (water), CCO (EtOH), CN(C)C=O (DMF), C1(=CC=CC=C1)C (toluene). Run at temperature 90 celsius, time 3.5 hour. The product is FC(N1C=NC2=C1C(NC(=C2)C2=CC(=C(C=C2)OC)OC)=O)F (3-(difluoromethyl)-6-(3,4-dimethoxyphenyl)-3H-imidazo[4,5-c]pyridin-4(5H)-one). Reaction SMILES: C([O:8][C:9]1[C:14]2[N:15]([CH:18]([F:20])[F:19])[CH:16]=[N:17][C:13]=2[CH:12]=[C:11](Cl)[N:10]=1)C1C=CC=CC=1.[CH3:22][O:23][C:24]1[CH:25]=[C:26](B(O)O)[CH:27]=[CH:28][C:29]=1[O:30][CH3:31].C([O-])([O-])=O.[K+].[K+].B(O)O.C([O-])=O.[NH4+]>C1(C)C=CC=CC=1.O.CCOC(C)=O.CCO.CN(C=O)C.CC(P(C(C)(C)C)C1C=CC(N(C)C)=CC=1)(C)C.CC(P(C(C)(C)C)C1C=CC(N(C)C)=CC=1)(C)C.Cl[Pd]Cl.[OH-].[OH-].[Pd+2]>[F:20][CH:18]([F:19])[N:15]1[C:14]2[C:9](=[O:8])[NH:10][C:11]([C:27]3[CH:26]=[CH:25][C:24]([O:23][CH3:22])=[C:29]([O:30][CH3:31])[CH:28]=3)=[CH:12][C:13]=2[N:17]=[CH:16]1 |f:2.3.4,6.7,13.14.15,16.17.18|. Procedure details: 4-(benzyloxy)-6-chloro-3-(difluoromethyl)-3H-imidazo[4,5-c]pyridine 2.28 (113 mg, 0.365 mmol), 3,4-dimethoxyphenylboronic acid (107 mg, 0.588 mmol), bis(di-tert-butyl(4-dimethylaminophenyl)phosphine)dichloropalladium(II) (14.5 mg, 0.0205 mmol) and K2CO3 (164 mg, 1.19 mmol) were taken up in toluene (3 mL) and water (0.6 mL) under Ar. The stirred mixture was heated to 90° C. After 3.5 h, additional boronic acid (35 mg, 0.19 mmol), catalyst (4.5 mg, 0.0064 mmol), and K2CO3 (53 mg, 0.38 mmol) were a... Starting materials: C(CCCCCCC)N(C)C (octyl dimethylamine), O=P12OP3(=O)OP(=O)(O1)OP(=O)(O2)O3 (phosphoric anhydride), C(CCCCCCC)O (octyl alcohol), CCl (methyl chloride), mono and dioctyl phosphate, C[O-].[Na+].C1(CC(C(CC1)C(C)C)O)C (sodium methylate menthanol). Reagents/catalysts: [Cl-].C(CCCCCCC)[N+](C)(C)C (octyltrimethyl ammonium chloride). Solvent: CO (methanol). Product: C[O-].C(CCCCCCC)[N+](C)(C)C (octyltrimethyl ammonium methoxide). RXN SMILES: O=P12OP3(OP(OP(O3)(O1)=O)(=O)O2)=O.[CH2:15]([OH:23])CCCCCCC.[CH2:24]([N:32]([CH3:34])[CH3:33])[CH2:25][CH2:26][CH2:27][CH2:28][CH2:29][CH2:30][CH3:31].CCl.C[O-].[Na+].[CH:40]1(C)CCC(C(C)C)C(O)C1>[Cl-].C([N+](C)(C)C)CCCCCCC.CO>[CH3:15][O-:23].[CH2:24]([N+:32]([CH3:40])([CH3:34])[CH3:33])[CH2:25][CH2:26][CH2:27][CH2:28][CH2:29][CH2:30][CH3:31] |f:4.5.6,7.8,10.11|. Procedure details: One mol of phosphoric anhydride was added to three mols of octyl alcohol over a period of one hour at 60°-70° C. while stirring. They were allowed to react with each other at 70° C. for three hours and a mixture of mono and dioctyl phosphate was obtained. Separately, 0.5 mol of octyl dimethylamine and 200 ml of methanol were set inside an autoclave and after the interior gas was replaced by nitrogen, 0.5 molar equivalent of methyl chloride was introduced for a reaction at 60°-70° C. for three ho... The reactants are CC1(COB(OC1)C=1C=CC(=C(C1)C=1C(=CC(=CC1)F)C#N)F)C (5′-(5,5-Dimethyl-[1,3,2]dioxaborinan-2-yl)-4,2′-difluorobiphenyl-2-carbonitrile), BrC1=CN=C2N1N=CC(=N2)C(C)(C)F (7-bromo-3-(1-fluoro-1-methylethyl)imidazo[1,2-b][1,2,4]triazine), CCOC(=O)C.CCCC(C)C (EtOAc isohexane). The product is FC=1C=C(C(=CC1)C1=C(C=CC(=C1)C1=CN=C2N1N=CC(=N2)C(C)(C)F)F)C#N (4,2′-Difluoro-5′-[3-(1-fluoro-1-methylethyl)imidazo[1,2-b][1,2,4]triazin-7-yl]biphenyl-2-carbonitrile). Reaction SMILES: CC1(C)COB([C:8]2[CH:9]=[CH:10][C:11]([F:23])=[C:12]([C:14]3[C:15]([C:21]#[N:22])=[CH:16][C:17]([F:20])=[CH:18][CH:19]=3)[CH:13]=2)OC1.Br[C:26]1[N:30]2[N:31]=[CH:32][C:33]([C:35]([F:38])([CH3:37])[CH3:36])=[N:34][C:29]2=[N:28][CH:27]=1.CCOC(C)=O.CCCC(C)C>>[F:20][C:17]1[CH:16]=[C:15]([C:21]#[N:22])[C:14]([C:12]2[CH:13]=[C:8]([C:26]3[N:30]4[N:31]=[CH:32][C:33]([C:35]([F:38])([CH3:36])[CH3:37])=[N:34][C:29]4=[N:28][CH:27]=3)[CH:9]=[CH:10][C:11]=2[F:23])=[CH:19][CH:18]=1 |f:2.3|. Procedure details: 5′-(5,5-Dimethyl-[1,3,2]dioxaborinan-2-yl)-4,2′-difluorobiphenyl-2-carbonitrile was coupled to 7-bromo-3-(1-fluoro-1-methylethyl)imidazo[1,2-b][1,2,4]triazine in 77% yield using a similar procedure to that described in Example 3, step f, to give a yellow solid: mp 156-159° C. (EtOAc-isohexane); 1H NMR (400 MHz, CDCl3) δ 1.84 (6H, d, J 22.0 Hz), 7.36-7.46 (2H, m), 7.54 (1H, dd, J 7.8, 2.7 Hz), 7.57-7.60 (1H, m), 8.10-8.16 (2H, m), 8.30 (1H, s), 8.79 (1H, d, J 1.2 Hz); MS (ES+) m/z 394 [M+H]+. Ana... The reactants are [H-].[Na+] (sodium hydride), CI (methyl iodide), FC(C1=CC(=C(C=C1)C1(CCCCCC1)O)CO[Si](C(C)C)(C(C)C)C(C)C)(F)F (1-(4-(trifluoromethyl)-2-((triisopropylsilyloxy)methyl)phenyl)cycloheptanol), [H-].[Na+] (sodium hydride), CI (methyl iodide). The solvent is O1CCCC1 (tetrahydrofuran). Conditions: time 16 hour. Product: COC1(CCCCCC1)C1=C(CO[Si](C(C)C)(C(C)C)C(C)C)C=C(C=C1)C(F)(F)F ((2-(1-methoxycycloheptyl)-5-(trifluoromethyl)benzyloxy)triisopropylsilane). Yield: 95.2%. Reaction SMILES: [F:1][C:2]([F:30])([F:29])[C:3]1[CH:8]=[CH:7][C:6]([C:9]2([OH:16])[CH2:15][CH2:14][CH2:13][CH2:12][CH2:11][CH2:10]2)=[C:5]([CH2:17][O:18][Si:19]([CH:26]([CH3:28])[CH3:27])([CH:23]([CH3:25])[CH3:24])[CH:20]([CH3:22])[CH3:21])[CH:4]=1.[H-].[Na+].[CH3:33]I>O1CCCC1>[CH3:33][O:16][C:9]1([C:6]2[CH:7]=[CH:8][C:3]([C:2]([F:29])([F:1])[F:30])=[CH:4][C:5]=2[CH2:17][O:18][Si:19]([CH:26]([CH3:28])[CH3:27])([CH:23]([CH3:24])[CH3:25])[CH:20]([CH3:22])[CH3:21])[CH2:15][CH2:14][CH2:13][CH2:12][CH2:11][CH2:10]1 |f:1.2|. Procedure details: To a solution of 1-(4-(trifluoromethyl)-2-((triisopropylsilyloxy)methyl)phenyl)cycloheptanol (284 mg; 0.639 mmol) in tetrahydrofuran (3.5 mL) at room temperature was added sodium hydride (40 mg; 1 mmol; 60% dispersion in mineral oil). After stirring at room temperature for 15 minutes methyl iodide (80 uL; 1.28 mmol) was added. Reaction stirred for 16 hours. More sodium hydride (20 mg; 0.5 mmol; 60% dispersion in mineral oil) was added. After 5 minutes methyl iodide (0.1 mL; 1.6 mmol) was added. ... Run at time 4 hour. Procedure details: To a solution of 2-(4-hydroxy-1-methyl-3-(4-(6-(methylcarbamoyl)pyridin-3-yl)phenyl)-1H-pyrazol-5-yl)-5,7-dihydroimidazo[4,5-f]isoindole-6(1H)-carboxylate 1-16 (63 mg, 0.11 mmol) in anhydrous N,N-dimethylformamide (2 mL) was added potassium tert-butoxide (25 mg, 0.22 mmol) and diethylcarbamoyl chloride (21 mg, 0.15 mmol). The reaction mixture was stirred at room temperature for 4 hours. The reaction mixture was diluted with ethyl acetate. The organic layer was washed with water and saturated bri... The reactants are OC=1C(=NN(C1C1=NC=2C(=CC=3CN(CC3C2)C(=O)[O-])N1)C)C1=CC=C(C=C1)C=1C=NC(=CC1)C(NC)=O (2-(4-hydroxy-1-methyl-3-(4-(6-(methylcarbamoyl)pyridin-3-yl)phenyl)-1H-pyrazol-5-yl)-5,7-dihydroimidazo[4,5-f]isoindole-6(1H)-carboxylate), CC(C)([O-])C.[K+] (potassium tert-butoxide), C(C)N(C(=O)Cl)CC (diethylcarbamoyl chloride). Product: C(C)N(C(OC=1C(=NN(C1C1=NC=2C(=CC=3CNCC3C2)N1)C)C1=CC=C(C=C1)C=1C=NC(=CC1)C(NC)=O)=O)CC (1-methyl-3-(4-(6-(methylcarbamoyl)pyridin-3-yl)phenyl)-5-(1,5,6,7-tetrahydroimidazo[4,5-f]isoindol-2-yl)-1H-pyrazol-4-yl diethylcarbamate). RXN SMILES: O[C:2]1[C:3]([C:23]2[CH:28]=[CH:27][C:26]([C:29]3[CH:30]=[N:31][C:32]([C:35](=[O:38])[NH:36][CH3:37])=[CH:33][CH:34]=3)=[CH:25][CH:24]=2)=[N:4][N:5]([CH3:22])[C:6]=1[C:7]1[NH:21][C:10]2=[CH:11][C:12]3[CH2:13][N:14](C([O-])=O)[CH2:15][C:16]=3[CH:17]=[C:9]2[N:8]=1.CC(C)([O-:42])C.[K+].[CH2:45]([N:47]([CH2:51][CH3:52])[C:48](Cl)=[O:49])[CH3:46]>CN(C)C=O.C(OCC)(=O)C>[CH2:45]([N:47]([CH2:51][CH3:52])[C:48](=[O:42])[O:49][C:2]1[C:3]([C:23]2[CH:24]=[CH:25][C:26]([C:29]3[CH:30]=[N:31][C:32]([C:35](=[O:38])[NH:36][CH3:37])=[CH:33][CH:34]=3)=[CH:27][CH:28]=2)=[N:4][N:5]([CH3:22])[C:6]=1[C:7]1[NH:8][C:9]2=[CH:17][C:16]3[CH2:15][NH:14][CH2:13][C:12]=3[CH:11]=[C:10]2[N:21]=1)[CH3:46] |f:1.2|. Solvent: CN(C=O)C (N,N-dimethylformamide), C(C)(=O)OCC (ethyl acetate). The reactants are C(#N)CN1CCC(CC1)CNC(C1=CC(=CC(=C1)C(F)(F)F)C(F)(F)F)=O (N-((1-(cyanomethyl)piperidin-4-yl)methyl)-3,5-bis(trifluoromethyl)benzamide). The reagents and catalysts are [Ni] (Raney nickel). The solvent is CO (methanol). Run at time 8 hour. Yields the product NCCN1CCC(CC1)CNC(C1=CC(=CC(=C1)C(F)(F)F)C(F)(F)F)=O (N-((1-(2-aminoethyl)piperidin-4-yl)methyl)-3,5-bis(trifluoromethyl)benzamide). Reaction SMILES: [C:1]([CH2:3][N:4]1[CH2:9][CH2:8][CH:7]([CH2:10][NH:11][C:12](=[O:27])[C:13]2[CH:18]=[C:17]([C:19]([F:22])([F:21])[F:20])[CH:16]=[C:15]([C:23]([F:26])([F:25])[F:24])[CH:14]=2)[CH2:6][CH2:5]1)#[N:2]>CO.[Ni]>[NH2:2][CH2:1][CH2:3][N:4]1[CH2:5][CH2:6][CH:7]([CH2:10][NH:11][C:12](=[O:27])[C:13]2[CH:18]=[C:17]([C:19]([F:21])([F:22])[F:20])[CH:16]=[C:15]([C:23]([F:24])([F:25])[F:26])[CH:14]=2)[CH2:8][CH2:9]1. Procedure: Hydrogenation flask charged with a solution of N-((1-(cyanomethyl)piperidin-4-yl)methyl)-3,5-bis(trifluoromethyl)benzamide (2.80 g, 7.13 mmol) in methanol (20 mL) and Raney nickel (˜1 g, rinsed with methanol). The flask was shaken at room temperature under hydrogen (40 psi) overnight. The reaction mixture was then filtered through a celite cake, and the filtrate was concentrated to give sticky foam which was used in the next step without further purification.